From a dataset of the Open Reaction Database (ORD), a public repository of structured organic reaction records. describe an organic reaction: reactants, conditions, products, and yield Reactants: N1C(=O)NC(=O)C1 (hydantoin), C([O-])([O-])=O.[K+].[K+] (potassium carbonate), BrCC(=O)OCC1=CC=CC=C1 (benzyl bromoacetate), O (water). Solvent: CN(C)C=O (DMF). Run at temperature 60 celsius, time 8 hour. Product: O=C1N(C(CN1)=O)CC(=O)OCC1=CC=CC=C1 (phenylmethyl 2-(2,5-dioxoimidazolidinyl)acetate). The yield is 60.0%. As a reaction SMILES: [NH:1]1[CH2:7][C:5](=[O:6])[NH:4][C:2]1=[O:3].C(=O)([O-])[O-].[K+].[K+].Br[CH2:15][C:16]([O:18][CH2:19][C:20]1[CH:25]=[CH:24][CH:23]=[CH:22][CH:21]=1)=[O:17].O>CN(C=O)C>[O:3]=[C:2]1[NH:1][CH2:7][C:5](=[O:6])[N:4]1[CH2:15][C:16]([O:18][CH2:19][C:20]1[CH:25]=[CH:24][CH:23]=[CH:22][CH:21]=1)=[O:17] |f:1.2.3|. Procedure: To a solution of hydantoin (10.0 g, 0.10 mol) in DMF (100 ml) at 60° C. were added potassium carbonate (20.7 g, 0.15 mol) and benzyl bromoacetate (18.9 ml, 0.12 mol). After stirring the mixture at 60° C. overnight, the reaction mixture was poured into water (250 ml) and the mixture was extracted with ethyl acetate. The organic phase was washed with 5% aqueous citric acid solution and brine. The organic phase was dried over anhydrous magnesium sulfate, filtered and evaporated under reduced pressu... Starting materials: FC(=C[C@@H]1CC[C@H](CC1)[C@@H]1CC[C@H](CC1)CCC)F (trans-1-(2,2-difluoro-1-ethenyl)-4-(trans-4-propylcyclohexyl)cyclohexane), [H-].COCCO[Al+]OCCOC.[Na+].[H-] (sodium bis(2-methoxyethoxy)aluminum hydride). Solvent: C1(=CC=CC=C1)C (toluene), C1(=CC=CC=C1)C (toluene), ice water. Reaction conditions: time 15 hour. Yields the product F/C=C/[C@@H]1CC[C@H](CC1)[C@@H]1CC[C@H](CC1)CCC (trans-1-(E-2-fluoro-1-ethenyl)-4-(trans-4-propylcyclohexyl)cyclohexane). RXN SMILES: [F:1][C:2](F)=[CH:3][C@H:4]1[CH2:9][CH2:8][C@H:7]([C@H:10]2[CH2:15][CH2:14][C@H:13]([CH2:16][CH2:17][CH3:18])[CH2:12][CH2:11]2)[CH2:6][CH2:5]1.[H-].COCCO[Al+]OCCOC.[Na+].[H-]>C1(C)C=CC=CC=1>[F:1]/[CH:2]=[CH:3]/[C@H:4]1[CH2:9][CH2:8][C@H:7]([C@H:10]2[CH2:15][CH2:14][C@H:13]([CH2:16][CH2:17][CH3:18])[CH2:12][CH2:11]2)[CH2:6][CH2:5]1 |f:1.2.3.4|. Procedure: To trans-1-(2,2-difluoro-1-ethenyl)-4-(trans-4-propylcyclohexyl)cyclohexane (44.0 g, 0.16 mol) were added toluene (250 ml) and a 70 wt. % toluene solution of sodium bis(2-methoxyethoxy)aluminum hydride (120 ml), followed by reacting the mixture under reflux on heating with stirring for 15 hours, cooling the reaction mixture, pouring it in ice water (300 ml), extracting the resulting product with toluene (300 ml), three times washing with 6N-hydrochloric acid (300 ml), washing with water till the... Reactants: O=C1C2=C(OCC3=C1C=CC=C3)C=CC(=C2)CC(=O)O (6,11-dihydro-11-oxodibenz[b,e]oxepin-2-acetic acid), C(=O)([O-])[O-].[K+].[K+] (K2CO3), O (water), BrCC(=O)OC (methyl bromoacetate). The solvent is CN(C=O)C (dimethylformamide). Reaction conditions: temperature 50 celsius, time 8 hour. Yields the product COC(COC(CC1=CC2=C(OCC3=C(C2=O)C=CC=C3)C=C1)=O)=O (Methyl(6,11-dihydro-11-oxodibenz[b,e]oxepin-2-yl)acetoxyacetate). The yield is 86.7%. Reaction SMILES: [O:1]=[C:2]1[C:8]2[CH:9]=[CH:10][CH:11]=[CH:12][C:7]=2[CH2:6][O:5][C:4]2[CH:13]=[CH:14][C:15]([CH2:17][C:18]([OH:20])=[O:19])=[CH:16][C:3]1=2.C([O-])([O-])=O.[K+].[K+].Br[CH2:28][C:29]([O:31][CH3:32])=[O:30].O>CN(C)C=O>[CH3:32][O:31][C:29](=[O:30])[CH2:28][O:19][C:18](=[O:20])[CH2:17][C:15]1[CH:14]=[CH:13][C:4]2[O:5][CH2:6][C:7]3[CH:12]=[CH:11][CH:10]=[CH:9][C:8]=3[C:2](=[O:1])[C:3]=2[CH:16]=1 |f:1.2.3|. Reported procedure: A mixture of 15 g (0.052 m) of 6,11-dihydro-11-oxodibenz[b,e]oxepin-2-acetic acid in 100 ml of dimethylformamide and 3.87 g (0.028 m) of K2CO3 was warmed to an internal temperature of 50° C. in an atmosphere of nitrogen for 1.5 hours. To this mixture, 9.41 g (0.062 m) of methyl bromoacetate was added dropwise and the mixture was held at 50° C. overnight. The reaction mixture was poured into water and extracted with ether. The ether extract was washed with 5% NaHCO3 and water, dried over Na2SO4, ... The reactants are N1C=NC=C1 (imidazole), C(C)(C)(C)[Si](Cl)(C)C (tert-butyldimethylchlorosilane), C(C1=CC=CC=C1)OC[C@H]1[C@H](CO)O1 ((2S,3S)-4-benzyloxy-2,3-epoxy-1-butanol). Solvent: C(C)(=O)OCC (ethyl acetate), CN(C)C=O (DMF). Reaction conditions: time 8 hour. The product is [Si](C)(C)(C(C)(C)C)OC[C@H]1[C@H](COCC2=CC=CC=C2)O1 ((2S,3S)-4-benzyloxy-2,3-epoxy-1-butanol tert-butyldimethylsilyl ether). Isolated yield 67.4%. RXN SMILES: [CH2:1]([O:8][CH2:9][C@@H:10]1[O:14][C@H:11]1[CH2:12][OH:13])[C:2]1[CH:7]=[CH:6][CH:5]=[CH:4][CH:3]=1.N1C=CN=C1.[C:20]([Si:24]([CH3:27])([CH3:26])Cl)([CH3:23])([CH3:22])[CH3:21]>CN(C=O)C.C(OCC)(=O)C>[Si:24]([O:13][CH2:12][C@@H:11]1[O:14][C@H:10]1[CH2:9][O:8][CH2:1][C:2]1[CH:3]=[CH:4][CH:5]=[CH:6][CH:7]=1)([C:20]([CH3:23])([CH3:22])[CH3:21])([CH3:27])[CH3:26]. Procedure details: 2.15 g of (2S,3S)-4-benzyloxy-2,3-epoxy-1-butanol was dissolved in 13 ml of dry DMF, and 1.83 g of imidazole and 2 g of tert-butyldimethylchlorosilane were added thereto. The mixture was stirred at room temperature overnight. The reaction solution was diluted with ethyl acetate, washed sequentially with cold 1N hydrochloric acid, water and a saturated sodium chloride aqueous solution and dried over anhydrous sodium sulfate. Then, the solvent was distilled off under reduced pressure, and the resi... Reactants: COC1=CC=C(C=C1)CCNC(C)=O (N-[2-(4-methoxy-phenyl)-ethyl]-acetamide), O=P12OP3(=O)OP(=O)(O1)OP(=O)(O2)O3 (phosphorus pentoxide). Product: COC1=CC=C2CCN=C(C2=C1)C (7-Methoxy-1-methyl-3,4-dihydro-isoquinoline). As a reaction SMILES: [CH3:1][O:2][C:3]1[CH:8]=[CH:7][C:6]([CH2:9][CH2:10][NH:11][C:12](=O)[CH3:13])=[CH:5][CH:4]=1.O=P12OP3(OP(OP(O3)(O1)=O)(=O)O2)=O>>[CH3:1][O:2][C:3]1[CH:8]=[C:7]2[C:6]([CH2:9][CH2:10][N:11]=[C:12]2[CH3:13])=[CH:5][CH:4]=1. Procedure details: In close analogy to the procedure described above, N-[2-(4-methoxy-phenyl)-ethyl]-acetamide is reacted with phosphorus pentoxide to provide the title compound. Starting materials: C(C)(CC)N1N=CN(C1=O)C1=CC(=C(C=C1)N1CCN(CC1)C1=CC=C(C=C1)OC)F (1-(sec-butyl)-4-(3-fluoro-4-(4-(4-methoxyphenyl)piperazin-1-yl)phenyl)-1H-1,2,4-triazol-5(4H)-one), Br (HBr), C(=O)([O-])[O-].[Na+].[Na+] (Na2CO3). Reaction conditions: temperature 120 celsius. The product is C(C)(CC)N1N=CN(C1=O)C1=CC(=C(C=C1)N1CCN(CC1)C1=CC=C(C=C1)O)F (1-(sec-butyl)-4-(3-fluoro-4-(4-(4-hydroxyphenyl)piperazin-1-yl)phenyl)-1H-1,2,4-triazol-5(4H)-one). Yield: 84.5%. RXN SMILES: [CH:1]([N:5]1[C:9](=[O:10])[N:8]([C:11]2[CH:16]=[CH:15][C:14]([N:17]3[CH2:22][CH2:21][N:20]([C:23]4[CH:28]=[CH:27][C:26]([O:29]C)=[CH:25][CH:24]=4)[CH2:19][CH2:18]3)=[C:13]([F:31])[CH:12]=2)[CH:7]=[N:6]1)([CH2:3][CH3:4])[CH3:2].Br.C([O-])([O-])=O.[Na+].[Na+]>>[CH:1]([N:5]1[C:9](=[O:10])[N:8]([C:11]2[CH:16]=[CH:15][C:14]([N:17]3[CH2:18][CH2:19][N:20]([C:23]4[CH:24]=[CH:25][C:26]([OH:29])=[CH:27][CH:28]=4)[CH2:21][CH2:22]3)=[C:13]([F:31])[CH:12]=2)[CH:7]=[N:6]1)([CH2:3][CH3:4])[CH3:2] |f:2.3.4|. Procedure: Triazolone 8 (0.1 g, 0.23 mmol) was added to aqueous HBr (48%, 1.9 mL). The reaction was heated to 120° C. and refluxed overnight. The reaction mixture was cooled to room temperature and the solution was neutralized with saturated Na2CO3 and extracted with dichloromethane (DCM). The combined organic layer was dried (Na2SO4), filtered, and concentrated to yield the product, which was purified by column chromatography to obtain compound 9 (0.08 g, 83%). 1H NMR (400 MHz, CDCl3, δH): 7.57 (s, 1H), 7... Starting materials: O=C(O)CCBr, CCO, [K+], [OH-], Sc1nc2ccccc2o1. Yields the product O=C(O)CCSc1nc2ccccc2o1. Reaction SMILES: [Br:1][CH2:2][CH2:3][C:4](=[O:5])[OH:6].[CH3:19][CH2:20][OH:21].[K+:18].[OH-:17].[SH:7][c:8]1[o:9][c:10]2[c:11]([n:12]1)[cH:13][cH:14][cH:15][cH:16]2>>[CH2:2]([CH2:3][C:4](=[O:5])[OH:6])[S:7][c:8]1[o:9][c:10]2[c:11]([n:12]1)[cH:13][cH:14][cH:15][cH:16]2. The product is COC(=O)C=1N=C(SC1C1=CC(=CC=C1)OC)C (5-(3-Methoxy-phenyl)-2-methyl-thiazole-4-carboxylic acid methyl ester). Reactants: COC(C(C(C1=CC(=CC=C1)OC)Cl)=O)=O (3-chloro-3-(3-methoxy-phenyl)-2-oxo-propionic acid methyl ester), C(C)(=S)N (thioacetamide). As a reaction SMILES: [CH3:1][O:2][C:3](=[O:16])[C:4](=O)[CH:5](Cl)[C:6]1[CH:11]=[CH:10][CH:9]=[C:8]([O:12][CH3:13])[CH:7]=1.[C:17]([NH2:20])(=[S:19])[CH3:18]>>[CH3:1][O:2][C:3]([C:4]1[N:20]=[C:17]([CH3:18])[S:19][C:5]=1[C:6]1[CH:11]=[CH:10][CH:9]=[C:8]([O:12][CH3:13])[CH:7]=1)=[O:16]. Reported procedure: prepared by reaction of 3-chloro-3-(3-methoxy-phenyl)-2-oxo-propionic acid methyl ester with thioacetamide. LC-MS: tR=0.90 min; [M+H]+=263.87.